Dataset: the Open Reaction Database (ORD), a public repository of structured organic reaction records. Task: describe an organic reaction: reactants, conditions, products, and yield The reactants are [H-].[Na+] (Sodium hydride), N1C(CC2=CC=CC=C12)=O (1,3-dihydro-2H-indol-2-one), ClCCN1CCN(CC1)CC1=CC=CC=C1 (1-(2-chloroethyl)-4-(phenylmethyl)piperazine). Solvent: CN(C)C=O (DMF), CN(C)C=O (DMF). Reaction conditions: temperature 80 celsius. The product is C1(=CC=CC=C1)CN1CCN(CC1)CCN1C(CC2=CC=CC=C12)=O (1,3-Dihydro-1-[2-[4-(phenylmethyl)-1-piperazinyl]ethyl]-2H-indol-2-one). The yield is 39.0%. Reaction SMILES: [H-].[Na+].[NH:3]1[C:11]2[C:6](=[CH:7][CH:8]=[CH:9][CH:10]=2)[CH2:5][C:4]1=[O:12].Cl[CH2:14][CH2:15][N:16]1[CH2:21][CH2:20][N:19]([CH2:22][C:23]2[CH:28]=[CH:27][CH:26]=[CH:25][CH:24]=2)[CH2:18][CH2:17]1>CN(C=O)C>[C:23]1([CH2:22][N:19]2[CH2:20][CH2:21][N:16]([CH2:15][CH2:14][N:3]3[C:11]4[C:6](=[CH:7][CH:8]=[CH:9][CH:10]=4)[CH2:5][C:4]3=[O:12])[CH2:17][CH2:18]2)[CH:24]=[CH:25][CH:26]=[CH:27][CH:28]=1 |f:0.1|. Reported procedure: Sodium hydride (80% dispersion in mineral oil, 250 mg) was added to a solution of 1,3-dihydro-2H-indol-2-one (1.12 g) in dry DMF (5 ml at 0° C. The mixture was allowed to warm to room temperature and after 50 minutes a solution of 1-(2-chloroethyl)-4-(phenylmethyl)piperazine (2.02 g) in dry DMF (6 ml) was added. The reaction mixture was then heated at 80° C. for 2 hours and then evaporated to dryness under reduced pressure. The residue was purified by flash chromatography on silica gel to afford... Reactants: Cl.C(N)(=N)C1=CC2=C(C=C(O2)C(=O)OCC)C=C1 (Ethyl 6-amidino-2-benzofurancarboxylate hydrochloride), [OH-].[Na+] (sodium hydroxide). Product: Cl.C(N)(=N)C1=CC2=C(C=C(O2)C(=O)O)C=C1 (6-amidino-2-benzofurancarboxylic acid hydrochloride). Yield: 56.3%. RXN SMILES: [ClH:1].[C:2]([C:5]1[CH:18]=[CH:17][C:8]2[CH:9]=[C:10]([C:12]([O:14]CC)=[O:13])[O:11][C:7]=2[CH:6]=1)(=[NH:4])[NH2:3].[OH-].[Na+]>>[ClH:1].[C:2]([C:5]1[CH:18]=[CH:17][C:8]2[CH:9]=[C:10]([C:12]([OH:14])=[O:13])[O:11][C:7]=2[CH:6]=1)(=[NH:3])[NH2:4] |f:0.1,2.3,4.5|. Procedure: Ethyl 6-amidino-2-benzofurancarboxylate hydrochloride (129 mg, 0.480 mmol) was hydrolyzed with a 1N aqueous sodium hydroxide solution to give 65 mg of 6-amidino-2-benzofurancarboxylic acid hydrochloride as a brown solid (56%). Starting materials: CCOC(=O)C(Nc1ccc(C#N)cc1)c1cc(CO)cc(OCC)c1, CCN(C(C)C)C(C)C, C1CCOC1, CS(=O)(=O)Cl, Cl. Product: CCOC(=O)C(Nc1ccc(C#N)cc1)c1cc(COS(C)(=O)=O)cc(OCC)c1. As a reaction SMILES: [C:6](#[N:7])[c:8]1[cH:9][cH:10][c:11]([NH:14][CH:15]([C:16](=[O:17])[O:18][CH2:19][CH3:20])[c:21]2[cH:22][c:23]([O:29][CH2:30][CH3:31])[cH:24][c:25]([CH2:27][OH:28])[cH:26]2)[cH:12][cH:13]1.[CH2:32]([N:33]([CH:34]([CH3:35])[CH3:36])[CH:37]([CH3:38])[CH3:39])[CH3:40].[CH2:42]1[O:43][CH2:44][CH2:45][CH2:46]1.[CH3:1][S:2]([Cl:3])(=[O:4])=[O:5].[ClH:41]>>[CH3:1][S:2](=[O:4])(=[O:5])[O:28][CH2:27][c:25]1[cH:24][c:23]([O:29][CH2:30][CH3:31])[cH:22][c:21]([CH:15]([NH:14][c:11]2[cH:10][cH:9][c:8]([C:6]#[N:7])[cH:13][cH:12]2)[C:16](=[O:17])[O:18][CH2:19][CH3:20])[cH:26]1. Starting materials: [N+](=O)([O-])C1=CC=C(OCC(=O)OCC2=CC=CC=C2)C=C1 (benzyl 2-(4-nitrophenoxy)acetate), rhodium-on-charcoal, [H][H] (hydrogen), [H][H] (hydrogen). Solvent: CO (methanol). Conditions: time 2 hour. Yields the product NC1=CC=C(OCC(=O)OCC2=CC=CC=C2)C=C1 (Benzyl 2-(4-aminophenoxy)acetate). Reaction SMILES: [N+:1]([C:4]1[CH:21]=[CH:20][C:7]([O:8][CH2:9][C:10]([O:12][CH2:13][C:14]2[CH:19]=[CH:18][CH:17]=[CH:16][CH:15]=2)=[O:11])=[CH:6][CH:5]=1)([O-])=O.[H][H]>CO>[NH2:1][C:4]1[CH:5]=[CH:6][C:7]([O:8][CH2:9][C:10]([O:12][CH2:13][C:14]2[CH:15]=[CH:16][CH:17]=[CH:18][CH:19]=2)=[O:11])=[CH:20][CH:21]=1. Reported procedure: 27.0 g (0.094 mmol) of benzyl 2-(4-nitrophenoxy)acetate are dissolved in 1200 ml of methanol and hydrogenated in the presence of 5 g of rhodium-on-charcoal with hydrogen at room temperature under 3 bar. After about 2 hours, the uptake of hydrogen has ended and, after the catalyst has been filtered off with suction, the mother liquor is concentrated to dryness in vacuo. The residue is suspended in about 300 ml of methylene chloride and, after filtration, the filtrate is concentrated to dryness.